This data is from the Open Reaction Database (ORD), a public repository of structured organic reaction records. The task is: describe an organic reaction: reactants, conditions, products, and yield Starting materials: C(C)O[C@@H]1[C@H](C[C@@H]2CC[C@H]3[C@@H]4CCC5([C@@]4(C)CC([C@@H]3[C@]2(C1)C)=O)OCCO5)O (2β-Ethoxy-17,17-ethylenedioxy-3α-hydroxy-5α-androstan-11-one), Cl.NO (hydroxylamine hydrochloride), [OH-].[Na+] (sodium hydroxide). Yields the product C(C)O[C@@H]1[C@H](C[C@@H]2CC[C@H]3[C@@H]4CCC5([C@@]4(C)CC([C@@H]3[C@]2(C1)C)=NO)OCCO5)O (2β-Ethoxy-17,17-ethylenedioxy-3α-hydroxy-5α-androstan-11-one 11-oxime). The solvent is C(C)O (ethanol). Reaction SMILES: [CH2:1]([O:3][C@H:4]1[CH2:21][C@@:20]2([CH3:22])[C@@H:7]([CH2:8][CH2:9][C@@H:10]3[C@@H:19]2[C:18](=O)[CH2:17][C@@:15]2([CH3:16])[C@H:11]3[CH2:12][CH2:13][C:14]32[O:27][CH2:26][CH2:25][O:24]3)[CH2:6][C@@H:5]1[OH:28])[CH3:2].Cl.[NH2:30][OH:31].[OH-].[Na+]>C(O)C>[CH2:1]([O:3][C@H:4]1[CH2:21][C@@:20]2([CH3:22])[C@@H:7]([CH2:8][CH2:9][C@@H:10]3[C@@H:19]2[C:18](=[N:30][OH:31])[CH2:17][C@@:15]2([CH3:16])[C@H:11]3[CH2:12][CH2:13][C:14]32[O:27][CH2:26][CH2:25][O:24]3)[CH2:6][C@@H:5]1[OH:28])[CH3:2] |f:1.2,3.4|. Procedure: 2β-Ethoxy-17,17-ethylenedioxy-3α-hydroxy-5α-androstan-11-one (8.2 g) was added to hydroxylamine hydrochloride (15 g) in ethanol (500 ml) containing 44% sodium hydroxide solution (90 ml). After refluxing for 24 hours about half the solvent was evaporated in vacuo and the residue was diluted with water and extracted with ethyl acetate. The washed and dried (Na2SO4) organic solution was evaporated in vacuo to afford a froth which on crystallization from ethyl acetate-petroleum ether afforded the ti...